This data is from the Open Reaction Database (ORD), a public repository of structured organic reaction records. The task is: describe an organic reaction: reactants, conditions, products, and yield Starting materials: ClC=1C(=NC=C(C1)C(F)(F)F)C(=O)OCC (ethyl 3-chloro-5-trifluoromethyl-2-pyridinecarboxylate), O (water), [OH-].[Na+] (sodium hydroxide). Solvent: C(C)O (ethanol). Conditions: time 3 hour. Yields the product ClC=1C(=NC=C(C1)C(F)(F)F)C(=O)O (3-Chloro-5-trifluoromethyl-2-pyridinecarboxylic acid). Yield: 84.5%. RXN SMILES: [Cl:1][C:2]1[C:3]([C:12]([O:14]CC)=[O:13])=[N:4][CH:5]=[C:6]([C:8]([F:11])([F:10])[F:9])[CH:7]=1.O.[OH-].[Na+]>C(O)C>[Cl:1][C:2]1[C:3]([C:12]([OH:14])=[O:13])=[N:4][CH:5]=[C:6]([C:8]([F:11])([F:9])[F:10])[CH:7]=1 |f:2.3|. Reported procedure: 423 g of ethyl 3-chloro-5-trifluoromethyl-2-pyridinecarboxylate (Example H2) is initially introduced into a mixture of 800 ml of water and 160 ml of ethanol. 800 ml of a 2N sodium hydroxide solution are added dropwise at a temperature below 35° C. After 3 hours, the mixture is washed twice with methylene chloride and then rendered acid with an excess of concentrated hydrochloric acid, while cooling in an ice-bath. The slurry formed is filtered and the solid is washed with water and dried in vacu... The reactants are ClC=1C2=C(N=CN1)SC1=C2CCCC1 (4-chloro-5,6,7,8-tetrahydro-benzo[4,5]thieno[2,3-d]pyrimidine), C(C)(C)(C)OC(=O)N1CCC(CC1)(C)N (4-amino-4-methyl-piperidine-1-carboxylic acid tert-butyl ester). Yields the product C(C)(C)(C)OC(=O)N1CCC(CC1)(NC=1C2=C(N=CN1)SC1=C2CCCC1)C (4-Methyl-4-(5,6,7,8-tetrahydro-benzo[4,5]thieno[2,3-d]pyrimidin-4-ylamino)-piperidine-1-carboxylic acid tert-butyl ester). RXN SMILES: Cl[C:2]1[C:3]2[C:10]3[CH2:11][CH2:12][CH2:13][CH2:14][C:9]=3[S:8][C:4]=2[N:5]=[CH:6][N:7]=1.[C:15]([O:19][C:20]([N:22]1[CH2:27][CH2:26][C:25]([NH2:29])([CH3:28])[CH2:24][CH2:23]1)=[O:21])([CH3:18])([CH3:17])[CH3:16]>>[C:15]([O:19][C:20]([N:22]1[CH2:27][CH2:26][C:25]([CH3:28])([NH:29][C:2]2[C:3]3[C:10]4[CH2:11][CH2:12][CH2:13][CH2:14][C:9]=4[S:8][C:4]=3[N:5]=[CH:6][N:7]=2)[CH2:24][CH2:23]1)=[O:21])([CH3:18])([CH3:16])[CH3:17]. Procedure details: The title compound was prepared (373.9 mg, 93%) from 4-chloro-5,6,7,8-tetrahydro-benzo[4,5]thieno[2,3-d]pyrimidine (224 mg, 1 mmol) and 4-amino-4-methyl-piperidine-1-carboxylic acid tert-butyl ester (235.4 mg, 1.1 mmol) by following the procedure described for preparation 9. 1H NMR (400 MHz, CDCl3): δ (ppm) 8.39 (s, 1H), 3.33 (m, 4H), 3.10 (m, 2H), 2.87 9M, 2H), 1.93 (m, 4H), 1.66 (m, 4H), 1.40 (s, 9H), 1.22 (s, 3H); MS (ESI): m/z: Calculated: 402.6; Observed: 403.2 (M++1). The reactants are COC1=C(CNC2=NC3=CC(=CC=C3N=C2)OC)C=CC(=C1)OC (N-(2,4-Dimethoxybenzyl)-7-methoxyquinoxalin-2-amine), C(=O)(C(F)(F)F)O (TFA). Run in C(Cl)Cl (CH2Cl2). Yields the product FC(C(=O)O)(F)F.COC1=CC=C2N=CC(=NC2=C1)N (7-methoxyquinoxalin-2-amine 2,2,2-trifluoroacetate). Isolated yield 98.8%. Reaction SMILES: COC1C=C(OC)C=CC=1C[NH:6][C:7]1[CH:16]=[N:15][C:14]2[C:9](=[CH:10][C:11]([O:17][CH3:18])=[CH:12][CH:13]=2)[N:8]=1.[C:25]([OH:31])([C:27]([F:30])([F:29])[F:28])=[O:26]>C(Cl)Cl>[F:28][C:27]([F:30])([F:29])[C:25]([OH:31])=[O:26].[CH3:18][O:17][C:11]1[CH:10]=[C:9]2[C:14]([N:15]=[CH:16][C:7]([NH2:6])=[N:8]2)=[CH:13][CH:12]=1 |f:3.4|. Reported procedure: N-(2,4-Dimethoxybenzyl)-7-methoxyquinoxalin-2-amine (0.79 g, 2.428 mmol) was stirred in TFA (10 mL, 130 mmol)/CH2Cl2 (10 mL) at room temperature for 30 min. Solvents were removed on the rotary evaporator. Saturated aqueous NaHCO3 (200 mL) was added to the red residue, which precipitated a yellow solid. The mixture was extracted extensively with DCM. The organic layer was concentrated and dried under vacuum to yield 7-methoxyquinoxalin-2-amine 2,2,2-trifluoroacetate (0.70 g, 2.4 mmol, 99% yield). Reactants: [Ag+], [Ag], CCOC(=O)C=Cc1ccc(CBr)cc1, CN(C)C=O, O=[N+]([O-])[O-], [Na+], [OH-], c1c[nH]cn1. Product: CCOC(=O)C=Cc1ccc(Cc2ncc[nH]2)cc1. Reaction SMILES: [Ag+:33].[Ag:28].[Br:8][CH2:9][c:10]1[cH:11][cH:12][c:13]([CH:14]=[CH:15][C:16](=[O:17])[O:18][CH2:19][CH3:20])[cH:21][cH:22]1.[CH3:23][N:24]([CH3:25])[CH:26]=[O:27].[N+:29]([O-:30])([O-:31])=[O:32].[Na+:7].[OH-:6].[nH:1]1[cH:2][n:3][cH:4][cH:5]1>>[nH:1]1[c:2]([CH2:9][c:10]2[cH:11][cH:12][c:13]([CH:14]=[CH:15][C:16](=[O:17])[O:18][CH2:19][CH3:20])[cH:21][cH:22]2)[n:3][cH:4][cH:5]1. The reactants are C(C1=CC=CC=C1)N1[C@@H](CN(C[C@@H]1C)C1=C(C=C2CCN(C2=C1)C(=O)C1=CC=C(C2=CC=CC=C12)C1=NC(=CC=C1)C)OC)C (cis-6-(4-Benzyl-3,5-dimethylpiperazin-1-yl)-5-methoxy-1-[4-(6-methylpyridin-2-yl)-1-naphthoyl]indoline). Reagents/catalysts: [Pd] (Pd-C). Solvent: CCO (EtOH), C1CCOC1 (THF). Conditions: time 70 hour. Yields the product C[C@@H]1CN(C[C@@H](N1)C)C1=C(C=C2CCN(C2=C1)C(=O)C1=CC=C(C2=CC=CC=C12)C1=NC(=CC=C1)C)OC (cis-6-(3,5-Dimethylpiperazin-1-yl)-5-methoxy-1-[4-(6-methylpyridin-2-yl)-1-naphthoyl]indoline). Isolated yield 98.7%. RXN SMILES: C([N:8]1[C@@H:13]([CH3:14])[CH2:12][N:11]([C:15]2[CH:23]=[C:22]3[C:18]([CH2:19][CH2:20][N:21]3[C:24]([C:26]3[C:35]4[C:30](=[CH:31][CH:32]=[CH:33][CH:34]=4)[C:29]([C:36]4[CH:41]=[CH:40][CH:39]=[C:38]([CH3:42])[N:37]=4)=[CH:28][CH:27]=3)=[O:25])=[CH:17][C:16]=2[O:43][CH3:44])[CH2:10][C@H:9]1[CH3:45])C1C=CC=CC=1>CCO.C1COCC1.[Pd]>[CH3:45][C@H:9]1[NH:8][C@@H:13]([CH3:14])[CH2:12][N:11]([C:15]2[CH:23]=[C:22]3[C:18]([CH2:19][CH2:20][N:21]3[C:24]([C:26]3[C:35]4[C:30](=[CH:31][CH:32]=[CH:33][CH:34]=4)[C:29]([C:36]4[CH:41]=[CH:40][CH:39]=[C:38]([CH3:42])[N:37]=4)=[CH:28][CH:27]=3)=[O:25])=[CH:17][C:16]=2[O:43][CH3:44])[CH2:10]1. Procedure: A solution of D6 (380 mg, 0.64 mmole) in EtOH (50 ml) and THF (50 ml) was treated with 10% Pd-C (300 mg) and stirred under a hydrogen atmosphere at ambient temperature and pressure for 70 h. The mixture was filtered through Kieselguhr and concentrated under vacuum. The residue was purified by chromatography on basic alumina eluting with EtOAc followed by crystallisation from Et2O to afford the title compound as a yellow solid (320 mg, 98%). MH+507.